From a dataset of the Open Reaction Database (ORD), a public repository of structured organic reaction records. describe an organic reaction: reactants, conditions, products, and yield Conditions: time 8 hour. Procedure: A four-necked flask was charged with 127.5 g (0.873 mole) of sodium pyrazinecarboxylate, 119.3 g (0.792 mole) of chloromethyl pivalate and 146 g of dimethylformamide and the internal temperature was maintained under stirring at 105°-110° C. for 8 hours. The reaction mixture was then cooled and transferred to a separatory funnel. After addition of 500 g of toluene, the mixture was washed with 3 portions, or a total of 900 g, of water. From the toluene layer which separated the toluene was first d... Reaction SMILES: [N:1]1[CH:6]=[CH:5][N:4]=[CH:3][C:2]=1[C:7]([O-:9])=[O:8].[Na+].[C:11]([O:17][CH2:18]Cl)(=[O:16])[C:12]([CH3:15])([CH3:14])[CH3:13].CN(C)C=O>C1(C)C=CC=CC=1>[N:1]1[CH:6]=[CH:5][N:4]=[CH:3][C:2]=1[C:7]([O:9][CH2:18][O:17][C:11](=[O:16])[C:12]([CH3:15])([CH3:14])[CH3:13])=[O:8] |f:0.1|. Isolated yield 77.9%. The product is N1=C(C=NC=C1)C(=O)OCOC(C(C)(C)C)=O (pivaloyloxymethyl pyrazinecarboxylate). Run in C1(=CC=CC=C1)C (toluene). Reactants: N1=C(C=NC=C1)C(=O)[O-].[Na+] (sodium pyrazinecarboxylate), C(C(C)(C)C)(=O)OCCl (chloromethyl pivalate), CN(C=O)C (dimethylformamide).